Task: describe an organic reaction: reactants, conditions, products, and yield. Dataset: the Open Reaction Database (ORD), a public repository of structured organic reaction records RXN SMILES: [CH3:1][NH:2][C:3]1[C:8]([CH:9]=S)=[CH:7][N:6]=[C:5](C)[N:4]=1.[Cl:12][C:13]1[CH:19]=[CH:18][CH:17]=[C:16]([Cl:20])[C:14]=1[NH2:15].C1(C)C=C[C:24]([S:27](O)(=O)=O)=CC=1.[BH4-].[Na+]>C1(C)C=CC=CC=1.O>[Cl:12][C:13]1[CH:19]=[CH:18][CH:17]=[C:16]([Cl:20])[C:14]=1[NH:15][CH2:9][C:8]1[C:3]([NH:2][CH3:1])=[N:4][C:5]([S:27][CH3:24])=[N:6][CH:7]=1 |f:3.4|. The product is ClC1=C(C(=CC=C1)Cl)NCC=1C(=NC(=NC1)SC)NC (5-(2,6-dichlorophenyl)aminomethyl-4-methylamino-2-methylthio-pyrimidine). Run in C1(=CC=CC=C1)C (toluene), O (water). Procedure details: A mixture of 4-methylamino-2-methylthiopyrimidine-5-carboxaldehyde (6 g, 32.8 mmol), 2,6-dichloroaniline (5.5 g, 33.9 mmol) and 4-toluene-sulfonic acid (1 g, 5.3 mmol) in 70 mL of toluene was heated under reflux with azeotropic removal of water for 17 hours. The mixture was concentrated to a volume of about 10 mL under reduced pressure and then treated with 120 mL of ethanol. The suspension obtained was heated to 75° C. and treated over a period of 15 minutes with 6.2 g (160 mmol) of sodium boro... The yield is 298.0%. Reactants: [BH4-].[Na+] (sodium borohydride), CNC1=NC(=NC=C1C=S)C (4-methylamino-2-methylthiopyrimidine-5-carboxaldehyde), ClC1=C(N)C(=CC=C1)Cl (2,6-dichloroaniline), C1(=CC=C(C=C1)S(=O)(=O)O)C (4-toluene-sulfonic acid). Run at temperature 75 celsius, time 15 minute.